This data is from the Open Reaction Database (ORD), a public repository of structured organic reaction records. The task is: describe an organic reaction: reactants, conditions, products, and yield Conditions: time 2 hour. Reported procedure: 14.7 g (605.7 mol) of magnesium filings are initially introduced into 50 ml of analytical grade tetrahydrofuran under argon, and 117.7 g (623 mmol) of 4-bromo-2-fluorotoluene in 500 ml of analytical grade tetrahydrofuran are added, while stirring. A clear solution forms at 35°-40° C. within 2 hours. A solution of 74.0 g (360.5 mmol) of the compound from Example II in 500 ml of analytical grade tetrahydrofuran is added dropwise at room temperature and the mixture is subsequently stirred at about ... Run in O1CCCC1 (tetrahydrofuran), O1CCCC1 (tetrahydrofuran), O1CCCC1 (tetrahydrofuran). Yields the product CC1(CN=C(O1)C1=C(C=CC=C1)C1=CC(=C(C=C1)C)F)C (4,5-Dihydro-5,5-dimethyl-2-(3'-fluoro-4'-methyl-biphenyl-2-yl)oxazole). As a reaction SMILES: [Mg].Br[C:3]1[CH:8]=[CH:7][C:6]([CH3:9])=[C:5]([F:10])[CH:4]=1.[CH3:11][C:12]1([CH3:25])[O:16][C:15]([C:17]2[CH:22]=[CH:21][CH:20]=[CH:19][C:18]=2OC)=[N:14][CH2:13]1>O1CCCC1>[CH3:11][C:12]1([CH3:25])[O:16][C:15]([C:17]2[CH:18]=[CH:19][CH:20]=[CH:21][C:22]=2[C:3]2[CH:8]=[CH:7][C:6]([CH3:9])=[C:5]([F:10])[CH:4]=2)=[N:14][CH2:13]1. Reactants: BrC1=CC(=C(C=C1)C)F (4-bromo-2-fluorotoluene), [Mg] (magnesium), CC1(CN=C(O1)C1=C(C=CC=C1)OC)C (4,5-Dihydro-5,5-dimethyl-2-(2-methoxyphenyl)-oxazole). The reactants are 330, [Mg] (magnesium), [Cl-].[NH4+] (ammonium chloride), CC(C)=O.C(=O)=O (2-propanone CO2), BrCC=C (3-bromo-1-propene), C1(CC1)C(=O)C1=CC=C(C=C1)F (cyclopropyl (4-fluorophenyl)methanone). The solvent is O(CC)CC (1,1'-oxybisethane), O(CC)CC (1,1'-oxybisethane). Run at temperature 0 celsius, time 8 hour. The product is 255.7, C1(CC1)C(O)(C1=CC=C(C=C1)F)CC=C (α-cyclopropyl-4-fluoro-α-(2-propenyl)benzenemethanol). Yield: 62.0%. RXN SMILES: [CH3:1][C:2](=O)[CH3:3].C(=O)=O.BrCC=C.[Mg].[CH:13]1([C:16]([C:18]2[CH:23]=[CH:22][C:21]([F:24])=[CH:20][CH:19]=2)=[O:17])[CH2:15][CH2:14]1.[Cl-].[NH4+]>O(CC)CC>[CH:13]1([C:16]([CH2:3][CH:2]=[CH2:1])([C:18]2[CH:19]=[CH:20][C:21]([F:24])=[CH:22][CH:23]=2)[OH:17])[CH2:14][CH2:15]1 |f:0.1,5.6|. Reported procedure: To a stirred and cooled (2-propanone/CO2 -bath)Grignard complex previously prepared starting from 254.1 parts of 3-bromo-1-propene, 54.7 parts of magnesium and 1540 parts of anhydrous 1,1'-oxybisethane was added dropwise, during a 1 hour-period, a solution of 330 parts of cyclopropyl (4-fluorophenyl)methanone in 280 parts of anhydrous 1,1'-oxybisethane at a temperature below -5° C. The reaction mixture was allowed to reach room temperature and stirring was continued overnight at room temperature... Reactants: [OH-].[Na+] (sodium hydroxide), ClC1=CC=C(C=C1)N(CC)CCCOC1=CC=C(C(=O)OC)C=C1 (Methyl 4-[3-[N-(4-chlorophenyl)-N-ethylamino]propoxy]benzoate), Cl (hydrochloric acid). Solvent: O (water), CO (methanol). Conditions: temperature 60 celsius, time 13 hour. Yields the product ClC1=CC=C(C=C1)N(CC)CCCOC1=CC=C(C(=O)O)C=C1 (4-[3-[N-(4-Chlorophenyl) -N-ethylamino]propoxy]benzoic acid). Yield: 91.3%. RXN SMILES: [Cl:1][C:2]1[CH:7]=[CH:6][C:5]([N:8]([CH2:11][CH2:12][CH2:13][O:14][C:15]2[CH:24]=[CH:23][C:18]([C:19]([O:21]C)=[O:20])=[CH:17][CH:16]=2)[CH2:9][CH3:10])=[CH:4][CH:3]=1.[OH-].[Na+].Cl>CO.O>[Cl:1][C:2]1[CH:3]=[CH:4][C:5]([N:8]([CH2:11][CH2:12][CH2:13][O:14][C:15]2[CH:16]=[CH:17][C:18]([C:19]([OH:21])=[O:20])=[CH:23][CH:24]=2)[CH2:9][CH3:10])=[CH:6][CH:7]=1 |f:1.2|. Procedure details: Methyl 4-[3-[N-(4-chlorophenyl)-N-ethylamino]propoxy]benzoate (1.37 g) was dissolved in methanol (20 ml), and a solution of sodium hydroxide (0.48 ml) in water (5 ml) was added thereto, the mixture was heated with stirring at 60° C. for 13 hours. The reaction mixture was cooled, and was added a neutralization amount of conc. hydrochloric acid thereto, then the mixture was concentrated under reduced pressure. The residue was suspended in water, and collected by filtration, and washed with water t... The reactants are CC1CN(C(=O)OC(C)(C)C)CCN1c1ccc(C(F)(F)F)cn1, CO, Cl. Yields the product CC1CNCCN1c1ccc(C(F)(F)F)cn1. As a reaction SMILES: [CH3:1][CH:2]1[CH2:3][N:4]([C:18]([O:19][C:20]([CH3:21])([CH3:22])[CH3:23])=[O:24])[CH2:5][CH2:6][N:7]1[c:8]1[n:9][cH:10][c:11]([C:14]([F:15])([F:16])[F:17])[cH:12][cH:13]1.[CH3:26][OH:27].[ClH:25]>>[CH3:1][CH:2]1[CH2:3][NH:4][CH2:5][CH2:6][N:7]1[c:8]1[n:9][cH:10][c:11]([C:14]([F:15])([F:16])[F:17])[cH:12][cH:13]1. Starting materials: CC(C)Cc1ccc(-c2nnc(-c3ccc(CO)cc3)o2)cc1, ClCCl. The product is CC(C)Cc1ccc(-c2nnc(-c3ccc(C=O)cc3)o2)cc1. Reaction SMILES: [CH2:1]([CH:2]([CH3:3])[CH3:4])[c:5]1[cH:6][cH:7][c:8](-[c:11]2[n:12][n:13][c:14](-[c:16]3[cH:17][cH:18][c:19]([CH2:22][OH:23])[cH:20][cH:21]3)[o:15]2)[cH:9][cH:10]1.[Cl:24][CH2:25][Cl:26]>>[CH2:1]([CH:2]([CH3:3])[CH3:4])[c:5]1[cH:6][cH:7][c:8](-[c:11]2[n:12][n:13][c:14](-[c:16]3[cH:17][cH:18][c:19]([CH:22]=[O:23])[cH:20][cH:21]3)[o:15]2)[cH:9][cH:10]1. Reactants: CCCCCCCC(=O)Cl, O=C([O-])O, CN(C)C=O, Nc1nc2c(ncn2C2OC(CO)C(O)C2O)c(=O)[nH]1, [Na+]. The product is CCCCCCCC(=O)C1(n2cnc3c(=O)[nH]c(N)nc32)OC(CO)C(O)C1O. RXN SMILES: [C:21]([CH2:22][CH2:23][CH2:24][CH2:25][CH2:26][CH2:27][CH3:28])(=[O:29])[Cl:30].[C:31](=[O:32])([OH:33])[O-:34].[CH3:36][N:37]([CH3:38])[CH:39]=[O:40].[NH2:1][c:2]1[n:3][c:4]2[n:5]([CH:12]3[O:13][CH:14]([CH2:15][OH:16])[CH:17]([OH:18])[CH:19]3[OH:20])[cH:6][n:7][c:8]2[c:9](=[O:10])[nH:11]1.[Na+:35]>>[NH2:1][c:2]1[n:3][c:4]2[n:5]([C:12]3([C:21]([CH2:22][CH2:23][CH2:24][CH2:25][CH2:26][CH2:27][CH3:28])=[O:29])[O:13][CH:14]([CH2:15][OH:16])[CH:17]([OH:18])[CH:19]3[OH:20])[cH:6][n:7][c:8]2[c:9](=[O:10])[nH:11]1.